This data is from the Open Reaction Database (ORD), a public repository of structured organic reaction records. The task is: describe an organic reaction: reactants, conditions, products, and yield The reactants are [Al], Cc1ccccc1, CN(C)C=O, ClP(c1ccccc1)c1ccccc1, O=S(=O)(O)O. Product: c1ccc(Pc2ccccc2)cc1. RXN SMILES: [Al:15].[CH3:21][c:22]1[cH:23][cH:24][cH:25][cH:26][cH:27]1.[CH3:28][N:29]([CH3:30])[CH:31]=[O:32].[Cl:1][P:2]([c:3]1[cH:4][cH:5][cH:6][cH:7][cH:8]1)[c:9]1[cH:10][cH:11][cH:12][cH:13][cH:14]1.[S:16](=[O:17])(=[O:18])([OH:19])[OH:20]>>[PH:2]([c:3]1[cH:4][cH:5][cH:6][cH:7][cH:8]1)[c:9]1[cH:10][cH:11][cH:12][cH:13][cH:14]1. Starting materials: CCCCc1ccc(C(=O)C(=O)OCC)s1, CCO, [K+], [K+], O=C([O-])[O-]. The product is CCCCc1ccc(C(=O)C(=O)O)s1. RXN SMILES: [CH2:1]([CH3:2])[O:3][C:4]([C:5](=[O:6])[c:7]1[s:8][c:9]([CH2:12][CH2:13][CH2:14][CH3:15])[cH:10][cH:11]1)=[O:16].[CH3:23][CH2:24][OH:25].[K+:17].[K+:18].[O-:19][C:20]([O-:21])=[O:22]>>[O:3]=[C:4]([C:5](=[O:6])[c:7]1[s:8][c:9]([CH2:12][CH2:13][CH2:14][CH3:15])[cH:10][cH:11]1)[OH:16]. The product is O=C(NCCC1CC1)c1ccc(N2CCN(C(=O)C3CC3C(F)(F)F)CC2)nn1. RXN SMILES: [CH:11]1([CH2:14][CH2:15][NH:16][C:17](=[O:18])[c:19]2[n:20][n:21][c:22]([N:25]3[CH2:26][CH2:27][NH:28][CH2:29][CH2:30]3)[cH:23][cH:24]2)[CH2:12][CH2:13]1.[F:1][C:2]([CH:3]1[CH:4]([C:6](=[O:7])[OH:8])[CH2:5]1)([F:9])[F:10]>>[F:1][C:2]([CH:3]1[CH:4]([C:6](=[O:7])[N:28]2[CH2:27][CH2:26][N:25]([c:22]3[n:21][n:20][c:19]([C:17]([NH:16][CH2:15][CH2:14][CH:11]4[CH2:12][CH2:13]4)=[O:18])[cH:24][cH:23]3)[CH2:30][CH2:29]2)[CH2:5]1)([F:9])[F:10]. The reactants are O=C(NCCC1CC1)c1ccc(N2CCNCC2)nn1, O=C(O)C1CC1C(F)(F)F. The reactants are C(C)(C)(C)NC1=NC2=C(C=CC=C2C(N1C1CC1)=O)I (2-(tert-butylamino)-3-cyclopropyl-8-iodoquinazolin-4(3H)-one), C[C@H]1NC(C2=C1NC(=C2)B2OC(C(O2)(C)C)(C)C)=O ((R)-6-methyl-2-(4,4,5,5-tetramethyl-1,3,2-dioxaborolan-2-yl)-5,6-dihydropyrrolo[3,4-b]pyrrol-4(1H)-one). The product is C(C)(C)(C)NC1=NC2=C(C=CC=C2C(N1C1CC1)=O)C1=CC2=C(N1)[C@H](NC2=O)C (2-(tert-butylamino)-3-cyclopropyl-8-((6R)-6-methyl-4-oxo-1,4,5,6-tetrahydropyrrolo[3,4-b]pyrrol-2-yl)-4(3H)-quinazolinone). Isolated yield 58.3%. As a reaction SMILES: [C:1]([NH:5][C:6]1[N:15]([CH:16]2[CH2:18][CH2:17]2)[C:14](=[O:19])[C:13]2[C:8](=[C:9](I)[CH:10]=[CH:11][CH:12]=2)[N:7]=1)([CH3:4])([CH3:3])[CH3:2].[CH3:21][C@@H:22]1[C:26]2[NH:27][C:28](B3OC(C)(C)C(C)(C)O3)=[CH:29][C:25]=2[C:24](=[O:39])[NH:23]1>>[C:1]([NH:5][C:6]1[N:15]([CH:16]2[CH2:18][CH2:17]2)[C:14](=[O:19])[C:13]2[C:8](=[C:9]([C:28]3[NH:27][C:26]4[C@@H:22]([CH3:21])[NH:23][C:24](=[O:39])[C:25]=4[CH:29]=3)[CH:10]=[CH:11][CH:12]=2)[N:7]=1)([CH3:4])([CH3:3])[CH3:2]. Procedure details: This compound (73 mg, 57% yield) as a tan amorphous solid was prepared according to the procedure described for Example 448, using 2-(tert-butylamino)-3-cyclopropyl-8-iodoquinazolin-4(3H)-one (718) (125 mg, 0.32 mmol) and (R)-6-methyl-2-(4,4,5,5-tetramethyl-1,3,2-dioxaborolan-2-yl)-5,6-dihydropyrrolo[3,4-b]pyrrol-4(1H)-one (705) (85 mg, 0.32 mmol) as the starting materials. 1H NMR (400 MHz, DMSO-d6) δ ppm 11.99 (1H, br. s.), 7.89 (1H, d, J=7.4 Hz), 7.85 (1H, d, J=7.8 Hz), 7.65 (1H, s), 7.16 (1H,... Product: COc1ccc(C(=O)Nc2ccccc2NC(=O)c2ccc(OCc3ccccc3)cc2OCCCNC(=O)OC(C)(C)C)cc1. Starting materials: CC(C)(C)OC(=O)NCCCOc1cc(OCc2ccccc2)ccc1C(=O)O, COc1ccc(C(=O)Nc2ccccc2N)cc1. As a reaction SMILES: [CH2:1]([c:2]1[cH:3][cH:4][cH:5][cH:6][cH:7]1)[O:8][c:9]1[cH:10][c:11]([O:18][CH2:19][CH2:20][CH2:21][NH:22][C:23](=[O:24])[O:25][C:26]([CH3:27])([CH3:28])[CH3:29])[c:12]([C:13](=[O:14])[OH:15])[cH:16][cH:17]1.[CH3:30][O:31][c:32]1[cH:33][cH:34][c:35]([C:36](=[O:37])[NH:38][c:39]2[c:40]([NH2:45])[cH:41][cH:42][cH:43][cH:44]2)[cH:46][cH:47]1>>[CH2:1]([c:2]1[cH:3][cH:4][cH:5][cH:6][cH:7]1)[O:8][c:9]1[cH:10][c:11]([O:18][CH2:19][CH2:20][CH2:21][NH:22][C:23](=[O:24])[O:25][C:26]([CH3:27])([CH3:28])[CH3:29])[c:12]([C:13](=[O:14])[NH:45][c:40]2[c:39]([NH:38][C:36]([c:35]3[cH:34][cH:33][c:32]([O:31][CH3:30])[cH:47][cH:46]3)=[O:37])[cH:44][cH:43][cH:42][cH:41]2)[cH:16][cH:17]1.